From a dataset of the Open Reaction Database (ORD), a public repository of structured organic reaction records. describe an organic reaction: reactants, conditions, products, and yield Starting materials: CNC (dimethylamine), F[B-](F)(F)F.N1(N=NC2=C1C=CC=C2)OC(N(C)C)=[N+](C)C ([(Benzotriazol-1-yloxy)-dimethylamino-methylene]-dimethyl-ammonium tetrafluoroborate), OC(C[C@@]1(CCN(C(O1)=O)[C@@H](C)C1=CC=C(C=C1)C1=CC=C(N=N1)C(=O)O)C1=CC=CC=C1)(C)C (6-(4-{(S)-1-[(S)-6-(2-hydroxy-2-methyl-propyl)-2-oxo-6-phenyl-[1,3]oxazinan-3-yl]-ethyl}-phenyl)-pyridazine-3-carboxylic acid), C(C)N(C(C)C)C(C)C (ethyl-diisopropyl-amine). Solvent: CN(C=O)C (N,N-dimethylformamide). Reaction conditions: time 2 hour. Yields the product CN(C(=O)C=1N=NC(=CC1)C1=CC=C(C=C1)[C@H](C)N1C(O[C@](CC1)(C1=CC=CC=C1)CC(C)(C)O)=O)C (6-(4-{(S)-1-[(S)-6-(2-Hydroxy-2-methyl-propyl)-2-oxo-6-phenyl-[1,3]oxazinan-3-yl]-ethyl}-phenyl)-pyridazine-3-carboxylic acid dimethylamide). RXN SMILES: F[B-](F)(F)F.N1(O[C:16](=[N+](C)C)[N:17](C)[CH3:18])C2C=CC=CC=2N=N1.[OH:23][C:24]([CH3:57])([CH3:56])[CH2:25][C@@:26]1([C:50]2[CH:55]=[CH:54][CH:53]=[CH:52][CH:51]=2)[O:31][C:30](=[O:32])[N:29]([C@H:33]([C:35]2[CH:40]=[CH:39][C:38]([C:41]3[N:46]=[N:45][C:44]([C:47](O)=[O:48])=[CH:43][CH:42]=3)=[CH:37][CH:36]=2)[CH3:34])[CH2:28][CH2:27]1.C(N(C(C)C)C(C)C)C.CNC>CN(C)C=O>[CH3:16][N:17]([CH3:18])[C:47]([C:44]1[N:45]=[N:46][C:41]([C:38]2[CH:37]=[CH:36][C:35]([C@@H:33]([N:29]3[CH2:28][CH2:27][C@:26]([CH2:25][C:24]([OH:23])([CH3:56])[CH3:57])([C:50]4[CH:51]=[CH:52][CH:53]=[CH:54][CH:55]=4)[O:31][C:30]3=[O:32])[CH3:34])=[CH:40][CH:39]=2)=[CH:42][CH:43]=1)=[O:48] |f:0.1|. Procedure details: [(Benzotriazol-1-yloxy)-dimethylamino-methylene]-dimethyl-ammonium tetrafluoroborate (TBTU, 110 mg) was added to a solution of 6-(4-{(S)-1-[(S)-6-(2-hydroxy-2-methyl-propyl)-2-oxo-6-phenyl-[1,3]oxazinan-3-yl]-ethyl}-phenyl)-pyridazine-3-carboxylic acid (140 mg) and ethyl-diisopropyl-amine (60 μL) in N,N-dimethylformamide (2 mL) at room temperature. The resulting solution was stirred for 20 min, before dimethylamine (2 mol/L in tetrahydrofuran, 300 μL) was added. After stirring the solution at ro... Starting materials: N1=CC(=CC=C1)CC(=O)OC (methyl 3-pyridylacetate), resultant mixture, [BH4-].[Na+] (sodium borohydride), CO (methanol), [BH4-].[Na+] (sodium borohydride). Solvent: O (water). Yields the product N1=CC(=CC=C1)C(C)O (3-pyridylethanol). RXN SMILES: [N:1]1[CH:6]=[CH:5][CH:4]=[C:3]([CH2:7][C:8](OC)=O)[CH:2]=1.C[OH:13].[BH4-].[Na+]>O>[N:1]1[CH:6]=[CH:5][CH:4]=[C:3]([CH:7]([OH:13])[CH3:8])[CH:2]=1 |f:2.3|. Procedure: Into a 500-mL flask to which a nitrogen gas introduction tube, thermometer, and Dimroth condenser had been attached were introduced 21.29 g (0.141 mol) of the methyl 3-pyridylacetate obtained above and 250 mL of anhydrous methanol. The contents were stirred at room temperature. The atmosphere in the flask was replaced with nitrogen, and 15.62 g (0.372 mol) of sodium borohydride was added to the contents little by little. The resultant mixture was heated and reacted for further 3.5 hours with ref... The reactants are ester, COC(C1=C(C=CC(=C1)C=1SC=C(N1)C1=CC(=C(C=C1)Cl)Cl)Br)=O (2-bromo-5-[4-(3,4-dichloro-phenyl)-thiazol-2-yl]-benzoic acid methyl ester), COC(C1=C(C=CC(=C1)C=1SC=C(N1)C1=CC(=C(C=C1)Cl)Cl)Br)=O (2-bromo-5-[4-(3,4-dichloro-phenyl)-thiazol-2-yl]-benzoic acid methyl ester), COC=1C=C(C=CC1)B(O)O (3-methoxyphenylboronic acid). Product: ClC=1C=C(C=CC1Cl)C=1N=C(SC1)C=1C=C(C(=CC1)C1=CC(=CC=C1)OC)C(=O)O (4-[4-(3,4-dichloro-phenyl)-thiazol-2-yl]-3′-methoxy-biphenyl-2-carboxylic acid). The yield is 71.2%. As a reaction SMILES: C[O:2][C:3](=[O:24])[C:4]1[CH:9]=[C:8]([C:10]2[S:11][CH:12]=[C:13]([C:15]3[CH:20]=[CH:19][C:18]([Cl:21])=[C:17]([Cl:22])[CH:16]=3)[N:14]=2)[CH:7]=[CH:6][C:5]=1Br.[CH3:25][O:26][C:27]1[CH:28]=[C:29](B(O)O)[CH:30]=[CH:31][CH:32]=1>>[Cl:22][C:17]1[CH:16]=[C:15]([C:13]2[N:14]=[C:10]([C:8]3[CH:9]=[C:4]([C:3]([OH:2])=[O:24])[C:5]([C:31]4[CH:30]=[CH:29][CH:28]=[C:27]([O:26][CH3:25])[CH:32]=4)=[CH:6][CH:7]=3)[S:11][CH:12]=2)[CH:20]=[CH:19][C:18]=1[Cl:21]. Reported procedure: Using the conditions of General Procedure B for Suzuki Coupling and Hydrolysis in Parallel Mode, 2-bromo-5-[4-(3,4-dichloro-phenyl)-thiazol-2-yl]-benzoic acid methyl ester (which may be prepared as described for Intermediate 6; 89 mg, 0.2 mmol) was reacted with 3-methoxyphenylboronic acid (available from Combi-Blocks Inc.; 61 mg, 0.4 mmol). The resulting ester was hydrolyzed and the acid was purified to give 4-[4-(3,4-dichloro-phenyl)-thiazol-2-yl]-3′-methoxy-biphenyl-2-carboxylic acid (65 mg, 7... Reactants: [NH4+].[Cl-] (NH4Cl), [Mg] (magnesium), CC(C)=CCCC(C)=CC=O (citral), BrC=CC (1-bromopropene), BrC=CC (1-bromopropene). Run in O1CCCC1 (tetrahydrofuran), O1CCCC1 (tetrahydrofuran). Run at time 8 hour. Product: CC(=CC(C=CC)O)CCC=C(C)C (6,10-Dimethyl-4-hydroxy-2,5,9-undecatriene). Reaction SMILES: [Mg].Br[CH:3]=[CH:4][CH3:5].[CH3:6][C:7](=[CH:9][CH2:10][CH2:11][C:12](=[CH:14][CH:15]=[O:16])[CH3:13])[CH3:8].[NH4+].[Cl-]>O1CCCC1>[CH3:13][C:12]([CH2:11][CH2:10][CH:9]=[C:7]([CH3:6])[CH3:8])=[CH:14][CH:15]([OH:16])[CH:3]=[CH:4][CH3:5] |f:3.4|. Procedure: 12 g. of magnesium turnings were suspended under nitrogen in 250 ml. of dry tetrahydrofuran. Between 60° and 65°, 60 g. of 1-bromopropene dissolved in 50 ml. of tetrahydrofuran were added dropwise. During the addition, to prevent escaping of 1-bromopropene, the reflux condenser fitted on the reaction flask was cooled to -40°/-50°. When all Mg had reacted, the mixture was cooled to 20° and 76 g. of citral was added dropwise with cooling. After standing overnight, the mixture was poured into 1.5 l...